Task: describe an organic reaction: reactants, conditions, products, and yield. Dataset: the Open Reaction Database (ORD), a public repository of structured organic reaction records Starting materials: CN1C(=NC2=C1C=CC(=C2)N(CC(=O)OCC)S(=O)(=O)C2=CC=CC=C2)COC2=CC=C(C=C2)C(N)=N (1-methyl-2-[(4-amidinophenyl)-oxymethyl]-5-[N-(ethoxycarbonylmethyl)-benzenesulphonylamino]-benzimidazole), [OH-].[Na+] (sodium hydroxide). The product is CN1C(=NC2=C1C=CC(=C2)N(CC(=O)O)S(=O)(=O)C2=CC=CC=C2)COC2=CC=C(C=C2)C(N)=N (1-methyl-2-[(4-amidinophenyl)-oxymethyl]-5-[N-(hydroxycarbonylmethyl)-benzenesulphonylamino]-benzimidazole). As a reaction SMILES: [CH3:1][N:2]1[C:6]2[CH:7]=[CH:8][C:9]([N:11]([S:18]([C:21]3[CH:26]=[CH:25][CH:24]=[CH:23][CH:22]=3)(=[O:20])=[O:19])[CH2:12][C:13]([O:15]CC)=[O:14])=[CH:10][C:5]=2[N:4]=[C:3]1[CH2:27][O:28][C:29]1[CH:34]=[CH:33][C:32]([C:35](=[NH:37])[NH2:36])=[CH:31][CH:30]=1.[OH-].[Na+]>>[CH3:1][N:2]1[C:6]2[CH:7]=[CH:8][C:9]([N:11]([S:18]([C:21]3[CH:22]=[CH:23][CH:24]=[CH:25][CH:26]=3)(=[O:20])=[O:19])[CH2:12][C:13]([OH:15])=[O:14])=[CH:10][C:5]=2[N:4]=[C:3]1[CH2:27][O:28][C:29]1[CH:30]=[CH:31][C:32]([C:35](=[NH:36])[NH2:37])=[CH:33][CH:34]=1 |f:1.2|. Procedure details: Prepared analogously to Example 3 from 1-methyl-2-[(4-amidinophenyl)-oxymethyl]-5-[N-(ethoxycarbonylmethyl)-benzenesulphonylamino]-benzimidazole and sodium hydroxide solution. Starting materials: O (water), C(=O)C1=CC=C(C=C1)C1=NOC2=C1C=CC=C2 (3-(p-formylphenyl)-1,2-benzisoxazole), ClC1=CC=C(N)C=C1 (p-chloroaniline), B(O)(O)O (boric acid). Solvent: C=1(C(=CC=CC1)C)C (xylene). Reaction conditions: temperature 60 celsius. The product is ClC1=CC=C(C=C1)N=CC1=CC=C(C=C1)C1=NOC2=C1C=CC=C2 (3-[4-(p-Chlorophenylimino-methyl)-phenyl]-1,2-benzisoxazole). As a reaction SMILES: [CH:1]([C:3]1[CH:8]=[CH:7][C:6]([C:9]2[C:13]3[CH:14]=[CH:15][CH:16]=[CH:17][C:12]=3[O:11][N:10]=2)=[CH:5][CH:4]=1)=O.[Cl:18][C:19]1[CH:25]=[CH:24][C:22]([NH2:23])=[CH:21][CH:20]=1.B(O)(O)O.O>C1(C)C(C)=CC=CC=1>[Cl:18][C:19]1[CH:25]=[CH:24][C:22]([N:23]=[CH:1][C:3]2[CH:8]=[CH:7][C:6]([C:9]3[C:13]4[CH:14]=[CH:15][CH:16]=[CH:17][C:12]=4[O:11][N:10]=3)=[CH:5][CH:4]=2)=[CH:21][CH:20]=1. Reported procedure: 22.32 g of 3-(p-formylphenyl)-1,2-benzisoxazole, 14.03 g of p-chloroaniline and 0.5 g of boric acid in 160 ml of xylene are refluxed for 2 hours, the water formed being distilled off. The mixture is cooled to 60° C., 500 ml of methanol are added and the resulting mixture is further cooled to -10° C. The product which has precipitated is filtered off with suction, washed with 100 ml of cold methanol and dried. This gives 32 g (96.2% of theory) of compound (102) in the form of pale yellow crystals... Starting materials: C(C)(=O)C(C(=O)OC)CCCC1CCCCC1 (methyl 2-acetyl-5-cyclo-hexylpentanoate), [OH-].[K+] (potassium hydroxide). Solvent: ClCCl (dichloromethane). Yields the product C(C)(=O)C(C(=O)O)CCCC1CCCCC1 (2-acetyl-5-cyclohexylpentanoic acid). Reaction SMILES: [C:1]([CH:4]([CH2:9][CH2:10][CH2:11][CH:12]1[CH2:17][CH2:16][CH2:15][CH2:14][CH2:13]1)[C:5]([O:7]C)=[O:6])(=[O:3])[CH3:2].[OH-].[K+]>ClCCl>[C:1]([CH:4]([CH2:9][CH2:10][CH2:11][CH:12]1[CH2:13][CH2:14][CH2:15][CH2:16][CH2:17]1)[C:5]([OH:7])=[O:6])(=[O:3])[CH3:2] |f:1.2|. Reported procedure: Analogously to Example 29A, 450 mg (2.08 mmol) of methyl 2-acetyl-5-cyclo-hexylpentanoate are reacted with 1.5 ml of a 3.5 M potassium hydroxide solution in dichloromethane to give 2-acetyl-5-cyclohexylpentanoic acid. The reactants are C(CCC)C=1N(C(=CN1)\C=C/C(=O)OCC)CC1=C(C=CC=C1)Cl (ethyl (Z)-3-[2-n-butyl-1-{(2-chlorophenyl)methyl}-1H-imidazol-5-yl]-2-propenoate), ( Z ), N1C=NC=C1 (imidazole). Yields the product C(CCC)C=1N(C(=CN1)\C=C/C(=O)O)CC1=C(C=CC=C1)Cl ((Z)-3-[2-n-butyl-1-{(2-chlorophenyl)methyl}-1H-imidazol-5-yl]-2-propenoic acid). RXN SMILES: [CH2:1]([C:5]1[N:6]([CH2:17][C:18]2[CH:23]=[CH:22][CH:21]=[CH:20][C:19]=2[Cl:24])[C:7](/[CH:10]=[CH:11]\[C:12]([O:14]CC)=[O:13])=[CH:8][N:9]=1)[CH2:2][CH2:3][CH3:4].N1C=CN=C1>>[CH2:1]([C:5]1[N:6]([CH2:17][C:18]2[CH:23]=[CH:22][CH:21]=[CH:20][C:19]=2[Cl:24])[C:7](/[CH:10]=[CH:11]\[C:12]([OH:14])=[O:13])=[CH:8][N:9]=1)[CH2:2][CH2:3][CH3:4]. Procedure: The title compound was prepared according to the procedure described in Example 11 Method A by using ethyl (Z)-3-[2-n-butyl-1-{(2-chlorophenyl)methyl}-1H-imidazol-5-yl]-2-propenoate in place of methyl (E)-3-[2-n-butyl-1-{(2-chlorophenyl)methyl}-1H-imidazol-5-yl]-2-propenoate. The title compound had a mp 183°-184° C. The NMR was consistent with a cis or (Z) relationship of the imidazole and carboxyl groups. The reactants are CCOc1cc(C(C)(C)O)ccc1C1=NC(C)(c2ccc(Cl)cc2)C(C)(c2ccc(Cl)cc2)N1C(=O)Cl, Cl, Cl, NC(=O)CN1CCNCC1. Yields the product CCOc1cc(C(C)(C)O)ccc1C1=NC(C)(c2ccc(Cl)cc2)C(C)(c2ccc(Cl)cc2)N1C(=O)N1CCN(CC(N)=O)CC1. As a reaction SMILES: [Cl:1][c:2]1[cH:3][cH:4][c:5]([C:8]2([CH3:37])[N:9]=[C:10]([c:24]3[c:25]([O:34][CH2:35][CH3:36])[cH:26][c:27]([C:30]([CH3:31])([CH3:32])[OH:33])[cH:28][cH:29]3)[N:11]([C:21](=[O:22])[Cl:23])[C:12]2([CH3:13])[c:14]2[cH:15][cH:16][c:17]([Cl:20])[cH:18][cH:19]2)[cH:6][cH:7]1.[ClH:38].[ClH:39].[N:40]1([CH2:46][C:47](=[O:48])[NH2:49])[CH2:41][CH2:42][NH:43][CH2:44][CH2:45]1>>[Cl:1][c:2]1[cH:3][cH:4][c:5]([C:8]2([CH3:37])[N:9]=[C:10]([c:24]3[c:25]([O:34][CH2:35][CH3:36])[cH:26][c:27]([C:30]([CH3:31])([CH3:32])[OH:33])[cH:28][cH:29]3)[N:11]([C:21](=[O:22])[N:43]3[CH2:42][CH2:41][N:40]([CH2:46][C:47](=[O:48])[NH2:49])[CH2:45][CH2:44]3)[C:12]2([CH3:13])[c:14]2[cH:15][cH:16][c:17]([Cl:20])[cH:18][cH:19]2)[cH:6][cH:7]1. Reactants: CN(C)CC(=O)O, CC(N)COc1cccc2ncnc(Nc3ccc(OCc4ccccn4)c(Cl)c3)c12. Yields the product CC(COc1cccc2ncnc(Nc3ccc(OCc4ccccn4)c(Cl)c3)c12)NC(=O)CN(C)C. RXN SMILES: [CH3:1][N:2]([CH3:3])[CH2:4][C:5]([OH:6])=[O:7].[NH2:8][CH:9]([CH2:10][O:11][c:12]1[c:13]2[c:14]([NH:22][c:23]3[cH:24][c:25]([Cl:37])[c:26]([O:29][CH2:30][c:31]4[n:32][cH:33][cH:34][cH:35][cH:36]4)[cH:27][cH:28]3)[n:15][cH:16][n:17][c:18]2[cH:19][cH:20][cH:21]1)[CH3:38]>>[CH3:1][N:2]([CH3:3])[CH2:4][C:5](=[O:7])[NH:8][CH:9]([CH2:10][O:11][c:12]1[c:13]2[c:14]([NH:22][c:23]3[cH:24][c:25]([Cl:37])[c:26]([O:29][CH2:30][c:31]4[n:32][cH:33][cH:34][cH:35][cH:36]4)[cH:27][cH:28]3)[n:15][cH:16][n:17][c:18]2[cH:19][cH:20][cH:21]1)[CH3:38].